Dataset: the Open Reaction Database (ORD), a public repository of structured organic reaction records. Task: describe an organic reaction: reactants, conditions, products, and yield Starting materials: ClC1=C(C=CC(=C1)NC1=C(C=C(C=C1)F)F)C(=O)C1=C(C=CC(=C1)C=1N=NN(C1)CCOC1OCCCC1)C ([2-Chloro-4-(2,4-difluoro-phenylamino)-phenyl]-(2-methyl-5-{1-[2-(tetrahydro-pyran-2-yloxy)-ethyl]-1H-[1,2,3]triazol-4-yl}-phenyl)-methanone), ClC1=C(C=CC(=C1)NC1=C(C=C(C=C1)F)F)C(=O)C1=C(C=CC(=C1)C#C)C ([2-Chloro-4-(2,4-difluoro-phenylamino)-phenyl]-(5-ethynyl-2-methyl-phenyl)-methanone), N(=[N+]=[N-])CC(=O)N (2-Azido-acetamide). Product: ClC1=C(C(=O)C=2C=C(C=CC2C)C=2N=NN(C2)CC(=O)N)C=CC(=C1)NC1=C(C=C(C=C1)F)F (2-(4-{3-[2-Chloro-4-(2,4-difluoro-phenylamino)-benzoyl]-4-methyl-phenyl}-[1,2,3]triazol-1-yl)-acetamide). Reaction SMILES: [Cl:1][C:2]1[CH:7]=[C:6]([NH:8][C:9]2[CH:14]=[CH:13][C:12]([F:15])=[CH:11][C:10]=2[F:16])[CH:5]=[CH:4][C:3]=1[C:17]([C:19]1[CH:24]=[C:23]([C:25]2[N:26]=[N:27][N:28]([CH2:30][CH2:31][O:32]C3CCCCO3)[CH:29]=2)[CH:22]=[CH:21][C:20]=1[CH3:39])=[O:18].ClC1C=C([NH:47]C2C=CC(F)=CC=2F)C=CC=1C(C1C=C(C#C)C=CC=1C)=O.N(CC(N)=O)=[N+]=[N-]>>[Cl:1][C:2]1[CH:7]=[C:6]([NH:8][C:9]2[CH:14]=[CH:13][C:12]([F:15])=[CH:11][C:10]=2[F:16])[CH:5]=[CH:4][C:3]=1[C:17]([C:19]1[CH:24]=[C:23]([C:25]2[N:26]=[N:27][N:28]([CH2:30][C:31]([NH2:47])=[O:32])[CH:29]=2)[CH:22]=[CH:21][C:20]=1[CH3:39])=[O:18]. Procedure details: The reaction was carried out similarly as described in the preparation of compound 101, using compound 407 (0.44 mmol) and compound 411. The crude product was purified by continuous gradient flash chromatography using MeOH/DCM 0:100 to 10:90 as the eluent to afford the title compound as yellow solid. 13C NMR (DMSO-d6) δ 194.9, 167.1, 158.7 (dd), 155.7 (dd), 149.3, 145.2, 139.8, 135.9, 133.7, 133.7, 131.7, 128.2, 127.1, 126.6, 126.4 (dd), 125.0, 124.2 (dd), 123.0, 114.9, 112.0 (dd), 111.8, 105.0 ... Procedure details: The 1-acetyl-5,7-dibromonaphthalene used in the foregoing procedure was prepared by dibromination of benz[cd]-indol-2(1H)-one with bromine in glacial acetic acid to give 41 g of 6,8-dibromobenz[cd]indol-2(1H)-one, m.p. 259°-260° C. The latter (12.8 g) was heated under reflux for one hour in two liters of 5% potassium hydroxide, the reaction mixture was cooled, filtered and then treated with 2.8 g of a solution of sodium nitrite in 50 ml of water. The resulting solution, cooled to 0° C., was adde... RXN SMILES: [C:1]([C:4]1[C:13]2[C:8](=[C:9]([Br:15])[CH:10]=[C:11]([Br:14])[CH:12]=2)[CH:7]=[CH:6][CH:5]=1)(=[O:3])C.[NH:16]1C2C3C(=CC=CC=3C1=O)C=CC=2.BrBr>C(O)(=O)C>[Br:15][C:9]1[C:8]2[C:13]3[C:12](=[C:11]([Br:14])[CH:10]=1)[NH:16][C:1](=[O:3])[C:4]=3[CH:5]=[CH:6][CH:7]=2. Starting materials: N1C(C2=C3C(C=CC=C13)=CC=C2)=O (benz[cd]-indol-2(1H)-one), BrBr (bromine), C(C)(=O)C1=CC=CC2=C(C=C(C=C12)Br)Br (1-acetyl-5,7-dibromonaphthalene). The solvent is C(C)(=O)O (acetic acid). The product is BrC=1C=2C3=C(C(NC3=C(C1)Br)=O)C=CC2 (6,8-dibromobenz[cd]indol-2(1H)-one). The product is Cc1cc(Nc2cc(N(C)S(=O)(=O)N(C)C)nc(Cl)n2)n[nH]1. The reactants are CCCCO, Cc1cc(N)n[nH]1, CCN(C(C)C)C(C)C, CN(C)S(=O)(=O)N(C)c1cc(Cl)nc(Cl)n1. RXN SMILES: [CH2:33]([OH:34])[CH2:35][CH2:36][CH3:37].[CH3:17][c:18]1[cH:19][c:20]([NH2:23])[n:21][nH:22]1.[CH:24]([N:25]([CH2:26][CH3:27])[CH:28]([CH3:29])[CH3:30])([CH3:31])[CH3:32].[Cl:1][c:2]1[n:3][c:4]([Cl:16])[cH:5][c:6]([N:8]([S:9](=[O:10])(=[O:11])[N:12]([CH3:13])[CH3:14])[CH3:15])[n:7]1>>[Cl:1][c:2]1[n:3][c:4]([NH:23][c:20]2[cH:19][c:18]([CH3:17])[nH:22][n:21]2)[cH:5][c:6]([N:8]([S:9](=[O:10])(=[O:11])[N:12]([CH3:13])[CH3:14])[CH3:15])[n:7]1.